This data is from the Open Reaction Database (ORD), a public repository of structured organic reaction records. The task is: describe an organic reaction: reactants, conditions, products, and yield Starting materials: C(C)N (Ethylamine), ClC1=NC=CC=C1C(=O)NC=1C(=NC(=CC1C(F)(F)F)C)Cl (2-chloro-N-(2-chloro-6-methyl-4-trifluoromethyl-3-pyridinyl)-3-pyridinecarboxamide). The solvent is C=1(C(=CC=CC1)C)C (xylene), C(C)(=O)OCC (ethyl acetate). Run at temperature 160 celsius. The product is ClC1=NC(=CC(=C1NC(=O)C=1C(=NC=CC1)NCC)C(F)(F)F)C (N-(2-Chloro-6-methyl-4-trifluoromethyl-3-pyridinyl)-2-ethylamino-3-pyridinecarboxamide). The yield is 37.5%. As a reaction SMILES: [CH2:1]([NH2:3])[CH3:2].Cl[C:5]1[C:10]([C:11]([NH:13][C:14]2[C:15]([Cl:25])=[N:16][C:17]([CH3:24])=[CH:18][C:19]=2[C:20]([F:23])([F:22])[F:21])=[O:12])=[CH:9][CH:8]=[CH:7][N:6]=1>C1(C)C(C)=CC=CC=1.C(OCC)(=O)C>[Cl:25][C:15]1[C:14]([NH:13][C:11]([C:10]2[C:5]([NH:3][CH2:1][CH3:2])=[N:6][CH:7]=[CH:8][CH:9]=2)=[O:12])=[C:19]([C:20]([F:23])([F:22])[F:21])[CH:18]=[C:17]([CH3:24])[N:16]=1. Procedure: Ethylamine (0.4 g) was added to a suspension of 1.3 g of 2-chloro-N-(2-chloro-6-methyl-4-trifluoromethyl-3-pyridinyl)-3-pyridinecarboxamide in 5 ml of xylene, and the resulting mixture heated in a pressure tube for 30 min. at 160° C. The cooled mixture was diluted with ethyl acetate, washed, dried, and concentrated. Column chromatography over silica gel (ethyl acetate/hexane, 1:1) gave 0.5 g of the title compound. Starting materials: CC(C)O, Cc1cc2c(Cl)c([N+](=O)[O-])cnc2s1, N. Product: Cc1cc2c(N)c([N+](=O)[O-])cnc2s1. As a reaction SMILES: [CH3:16][CH:17]([OH:18])[CH3:19].[Cl:1][c:2]1[c:3]2[c:4]([n:5][cH:6][c:7]1[N+:8](=[O:9])[O-:10])[s:11][c:12]([CH3:14])[cH:13]2.[NH3:15]>>[c:2]1([NH2:15])[c:3]2[c:4]([n:5][cH:6][c:7]1[N+:8](=[O:9])[O-:10])[s:11][c:12]([CH3:14])[cH:13]2. As a reaction SMILES: [CH3:30][OH:31].[CH3:3][O:4][C:5]([CH:6]([CH:7]([CH2:8][c:9]1[cH:10][cH:11][cH:12][cH:13][cH:14]1)[NH:15][C:16](=[O:17])[c:18]1[cH:19][c:20]2[c:21]([cH:22][n:23][c:24]([Cl:26])[cH:25]2)[nH:27]1)[OH:28])=[O:29].[Na+:2].[OH-:1]>>[O:4]=[C:5]([CH:6]([CH:7]([CH2:8][c:9]1[cH:10][cH:11][cH:12][cH:13][cH:14]1)[NH:15][C:16](=[O:17])[c:18]1[cH:19][c:20]2[c:21]([cH:22][n:23][c:24]([Cl:26])[cH:25]2)[nH:27]1)[OH:28])[OH:29]. The reactants are CO, COC(=O)C(O)C(Cc1ccccc1)NC(=O)c1cc2cc(Cl)ncc2[nH]1, [Na+], [OH-]. The product is O=C(NC(Cc1ccccc1)C(O)C(=O)O)c1cc2cc(Cl)ncc2[nH]1. Starting materials: O=C([O-])[O-], Cc1ccccc1, [Cs+], [Cs+], [Cu]I, O=[N+]([O-])c1cc(I)c2occc2c1, OCCN1CCOCC1, c1cnc2c(c1)ccc1cccnc12. Product: O=[N+]([O-])c1cc(OCCN2CCOCC2)c2occc2c1. RXN SMILES: [C:23](=[O:24])([O-:25])[O-:26].[CH3:45][c:46]1[cH:47][cH:48][cH:49][cH:50][cH:51]1.[Cs+:27].[Cs+:28].[Cu:43][I:44].[I:1][c:2]1[cH:3][c:4]([N+:11](=[O:12])[O-:13])[cH:5][c:6]2[cH:7][cH:8][o:9][c:10]12.[OH:14][CH2:15][CH2:16][N:17]1[CH2:18][CH2:19][O:20][CH2:21][CH2:22]1.[cH:29]1[cH:30][c:31]2[cH:32][cH:33][c:34]3[c:35]([c:36]2[n:37][cH:38]1)[n:39][cH:40][cH:41][cH:42]3>>[c:2]1([O:14][CH2:15][CH2:16][N:17]2[CH2:18][CH2:19][O:20][CH2:21][CH2:22]2)[cH:3][c:4]([N+:11](=[O:12])[O-:13])[cH:5][c:6]2[cH:7][cH:8][o:9][c:10]12. Reactants: C(#N)NC(OC1=CC=CC=C1)=NC1=CC=C(C=C1)N1CCOCC1 (N-cyano-N′-(4-morpholino-phenyl)-O-phenylisourea), FC1=C(C=CC(=C1)I)NN (2-fluoro-4-iodo-phenylhydrazine). Solvent: C(C)(=O)N (acetamide), C(C)(=O)OCC (ethyl acetate). Yield: 2.9%. Procedure details: A mixture of N-cyano-N′-(4-morpholino-phenyl)-O-phenylisourea (0.69 g, 2.14 mmol) and 2-fluoro-4-iodo-phenylhydrazine (0.65 g, 2.57 mmol) in dimetheyl acetamide (4 mL) was heated at 120° C. for 24 h. The reaction is diluted with ethyl acetate, washed with water (3 times) and brine, dried (sodium sulfate) and evaporated. Purification by flash chromatography (SiO2) eluted with 4:96 methanol:dichloromethane, followed by semi-preparative HPLC provided the title compound (0.03 g, 5% yield) as a white... Run at temperature 120 celsius. Yields the product FC1=C(C=CC(=C1)I)N1N=C(N=C1N)NC1=CC=C(C=C1)N1CCOCC1 (1-(2-Fluoro-4-iodo-phenyl)-N3-(4-morpholin-4-yl-phenyl)-1H-[1,2,4]triazole-3,5-diamine). Reaction SMILES: [C:1]([NH:3][C:4](=[N:12][C:13]1[CH:18]=[CH:17][C:16]([N:19]2[CH2:24][CH2:23][O:22][CH2:21][CH2:20]2)=[CH:15][CH:14]=1)OC1C=CC=CC=1)#[N:2].[F:25][C:26]1[CH:31]=[C:30]([I:32])[CH:29]=[CH:28][C:27]=1[NH:33][NH2:34]>C(N)(=O)C.C(OCC)(=O)C>[F:25][C:26]1[CH:31]=[C:30]([I:32])[CH:29]=[CH:28][C:27]=1[N:33]1[C:1]([NH2:2])=[N:3][C:4]([NH:12][C:13]2[CH:14]=[CH:15][C:16]([N:19]3[CH2:20][CH2:21][O:22][CH2:23][CH2:24]3)=[CH:17][CH:18]=2)=[N:34]1. Reactants: OCC1=NN(C=N1)C=1N=CC(=C2C1NC=C2C(C(=O)OCC)=O)OC (Ethyl 2-(7-(3-(hydroxymethyl)-1H-1,2,4-triazol-1-yl)-4-methoxy-1H-pyrrolo[2,3-c]pyridin-3-yl)-2-oxoacetate), C(=O)([O-])[O-].[K+].[K+] (K2CO3), Cl (HCl). Solvent: O (water), CO (MeOH). Reaction conditions: time 8 hour. Yields the product OCC1=NN(C=N1)C=1N=CC(=C2C1NC=C2C(C(=O)O)=O)OC (2-(7-(3-(hydroxymethyl)-1H-1,2,4-triazol-1-yl)-4-methoxy-1H-pyrrolo[2,3-c]pyridin-3-yl)-2-oxoacetic acid). Reaction SMILES: [OH:1][CH2:2][C:3]1[N:7]=[CH:6][N:5]([C:8]2[N:9]=[CH:10][C:11]([O:24][CH3:25])=[C:12]3[C:16]([C:17](=[O:23])[C:18]([O:20]CC)=[O:19])=[CH:15][NH:14][C:13]=23)[N:4]=1.C([O-])([O-])=O.[K+].[K+].Cl>CO.O>[OH:1][CH2:2][C:3]1[N:7]=[CH:6][N:5]([C:8]2[N:9]=[CH:10][C:11]([O:24][CH3:25])=[C:12]3[C:16]([C:17](=[O:23])[C:18]([OH:20])=[O:19])=[CH:15][NH:14][C:13]=23)[N:4]=1 |f:1.2.3|. Procedure: Ethyl 2-(7-(3-(hydroxymethyl)-1H-1,2,4-triazol-1-yl)-4-methoxy-1H-pyrrolo[2,3-c]pyridin-3-yl)-2-oxoacetate (70 mg, 0.203 mmol) and K2CO3 (56.0 mg, 0.405 mmol) were dissolved in MeOH (2 mL) and water (2.000 mL). The mixture was stirred at room temperature overnight, and neutralized with 1N HCl to pH 3. All solvents were removed under vacuum to give 2-(7-(3-(hydroxymethyl)-1H-1,2,4-triazol-1-yl)-4-methoxy-1H-pyrrolo[2,3-c]pyridin-3-yl)-2-oxoacetic acid. LCMS: m/z 318.2 (M+H)+, 1.04 min (method 8). The reactants are Cl (hydrochloric acid), CC1=CC=C(C=C1)C1=CC=C2CCC(C2=C1)=O (6-(4-methylphenyl)-1-indanone), [H-].[Na+] (sodium hydride), [H-].[K+] (potassium hydride), C(OC)(OC)=O (dimethyl carbonate), B.[Na] (sodium boron hydride). Solvent: ClCCl (dichloromethane), CO (methanol), O (water), C1CCOC1 (THF), C1CCOC1 (THF). Reaction conditions: temperature 0 celsius, time 1.5 hour. Product: CC1=CC=C(C=C1)C=1C=C2C=C(CC2=CC1)C(=O)O (5-(4-methylphenyl)-indene-2-carboxylic acid). As a reaction SMILES: [CH3:1][C:2]1[CH:7]=[CH:6][C:5]([C:8]2[CH:16]=[C:15]3[C:11]([CH2:12][CH2:13][C:14]3=O)=[CH:10][CH:9]=2)=[CH:4][CH:3]=1.[H-].[Na+].[H-].[K+].[C:22](=[O:27])(OC)[O:23]C.Cl.B.[Na]>C1COCC1.ClCCl.O.CO>[CH3:1][C:2]1[CH:3]=[CH:4][C:5]([C:8]2[CH:16]=[C:15]3[C:11](=[CH:10][CH:9]=2)[CH2:12][C:13]([C:22]([OH:23])=[O:27])=[CH:14]3)=[CH:6][CH:7]=1 |f:1.2,3.4,7.8,^1:29|. Reported procedure: A solution of 6-(4-methylphenyl)-1-indanone (4.97 g) in THF (33 ml) was dropwise added to a refluxed mixture of 60% sodium hydride (3.26 g), potassium hydride (catalytic amount), dimethyl carbonate (6.65 ml) and THF (100 ml), and the mixture was refluxed for 6 hours. The reaction mixture was cooled to 0° C., and to the mixture was gradually added 2N hydrochloric acid (150 ml). The mixture was extracted with ethyl acetate, and the organic layer was washed with saturated sodium chloride solution, ... The reactants are FC1=C(C=CC=C1)NC(CC(=O)OCC)=O (ethyl 3-[(2-fluorophenyl)amino]-3-oxopropanoate), polyphosphoric acid. Run in C(Cl)Cl (DCM). Reaction conditions: temperature 120 celsius, time 3 hour. Yields the product FC=1C=CC=C2C(=CC(NC12)=O)O (8-fluoro-4-hydroxyquinolin-2(1H)-one). The yield is 58.2%. Reaction SMILES: [F:1][C:2]1[CH:7]=[CH:6][CH:5]=[CH:4][C:3]=1[NH:8][C:9](=[O:16])[CH2:10][C:11]([O:13]CC)=O>C(Cl)Cl>[F:1][C:2]1[CH:7]=[CH:6][CH:5]=[C:4]2[C:3]=1[NH:8][C:9](=[O:16])[CH:10]=[C:11]2[OH:13]. Reported procedure: A solution of the product from step 1 (20.27 g) in DCM (100 ml) was added to polyphosphoric acid (43.7 ml). Dichloromethane was distilled from the reaction mixture by increasing the temperature slowly and then the brownish gummy solution was stirred at 120° C. for 3 hours and then left at room temperature for 16 hours. The reaction mixture was quenched by adding ice cooled water and the product was filtered. The filter cake was stirred with 500 mL of water and filtered to give the desired produc... Reactants: C1CNCCN1, NC(=O)c1ccc(Cl)nc1. Product: NC(=O)c1ccc(N2CCNCC2)nc1. As a reaction SMILES: [CH2:11]1[CH2:12][NH:13][CH2:14][CH2:15][NH:16]1.[Cl:1][c:2]1[n:3][cH:4][c:5]([C:6](=[O:7])[NH2:8])[cH:9][cH:10]1>>[c:2]1([N:13]2[CH2:12][CH2:11][NH:16][CH2:15][CH2:14]2)[n:3][cH:4][c:5]([C:6](=[O:7])[NH2:8])[cH:9][cH:10]1. Reactants: C(CC(=O)O)(=O)O (malonic acid), N(CCO)CCO (diethanol amine), C(C1=CC=CC=C1)=O (benzaldehyde). Run in CO (methanol). Conditions: temperature 20 celsius. Yields the product OCCN(CCO)C(C(=O)O)(C(=O)O)CC1=CC=CC=C1 (Bis-(hydroxyethyl)amino benzyl malonic acid). As a reaction SMILES: [C:1]([OH:7])(=[O:6])[CH2:2][C:3]([OH:5])=[O:4].[NH:8]([CH2:12][CH2:13][OH:14])[CH2:9][CH2:10][OH:11].[CH:15](=O)[C:16]1[CH:21]=[CH:20][CH:19]=[CH:18][CH:17]=1>CO>[OH:11][CH2:10][CH2:9][N:8]([C:2]([CH2:15][C:16]1[CH:21]=[CH:20][CH:19]=[CH:18][CH:17]=1)([C:1]([OH:7])=[O:6])[C:3]([OH:5])=[O:4])[CH2:12][CH2:13][OH:14]. Procedure: Bis-(hydroxyethyl)amino benzyl malonic acid was prepared conventionally in a flask equipped with a stirrer and reflux condenser by first charging 0.1 mol of malonic acid, 0.1 mol of diethanol amine and 100 cc methanol. The contents were warmed to a temperature of about 20° C. and then 0.1 mol benzaldehyde were added to the flask and the reaction commenced. After refluxing the reaction mixture for 1 hour, the methanol was removed from the reaction mixture by coupling the flask to a vacuum source ...